Dataset: the Open Reaction Database (ORD), a public repository of structured organic reaction records. Task: describe an organic reaction: reactants, conditions, products, and yield The reactants are IC(C)C (2-Iodopropane), C(C)(C)(C)OC(=O)C1=CC2=C(CC(O2)COC2=CC=CC=C2)C(=C1)O (4-hydroxy-2-phenoxymethyl-2,3-dihydro-benzofuran-6-carboxylic acid tert-butyl ester), C(=O)([O-])[O-].[K+].[K+] (K2CO3). The solvent is CN(C)C=O (DMF), O (H2O). Conditions: temperature 60 celsius, time 8 hour. Product: C(C)(C)(C)OC(=O)C1=CC2=C(CC(O2)COC2=CC=CC=C2)C(=C1)OC(C)C (4-Isopropoxy-2-phenoxymethyl-2,3-dihydro-benzofuran-6-carboxylic acid tert-butyl ester). Yield: 46.4%. Reaction SMILES: I[CH:2]([CH3:4])[CH3:3].[C:5]([O:9][C:10]([C:12]1[CH:28]=[C:27]([OH:29])[C:15]2[CH2:16][CH:17]([CH2:19][O:20][C:21]3[CH:26]=[CH:25][CH:24]=[CH:23][CH:22]=3)[O:18][C:14]=2[CH:13]=1)=[O:11])([CH3:8])([CH3:7])[CH3:6].C([O-])([O-])=O.[K+].[K+]>CN(C=O)C.O>[C:5]([O:9][C:10]([C:12]1[CH:28]=[C:27]([O:29][CH:2]([CH3:4])[CH3:3])[C:15]2[CH2:16][CH:17]([CH2:19][O:20][C:21]3[CH:26]=[CH:25][CH:24]=[CH:23][CH:22]=3)[O:18][C:14]=2[CH:13]=1)=[O:11])([CH3:8])([CH3:6])[CH3:7] |f:2.3.4|. Procedure details: 2-Iodopropane (174 mg, 1.02 mmol)) was added to a mixture of 4-hydroxy-2-phenoxymethyl-2,3-dihydro-benzofuran-6-carboxylic acid tert-butyl ester (214b) (350 mg, 1.02 mmol) and K2CO3 (141 mg, 1.02 mmol) in DMF (5 mL). The reaction mixture was stirred at 60° C. overnight. The mixture was diluted with H2O (50 mL) and extracted with EtOAc (2×50 mL). The organic layers were washed with H2O (2×70 mL), dried over MgSO4 and concentrated. The residue was purified by flash column chromatograph eluting wit... Reactants: CSC(C=1SC=CC1)=C(C#N)C#N (methylthio(thiophen-2-yl)methylenepropanedinitrile), C1(=CC=CC=C1)NN (phenylhydrazine). Yields the product NC1=C(C(=NN1C1=CC=CC=C1)C=1SC=CC1)C#N (5-amino-1-phenyl-3-(thiophen-2-yl)pyrazole-4-carbonitrile). As a reaction SMILES: CS[C:3](=[C:9]([C:12]#[N:13])[C:10]#[N:11])[C:4]1[S:5][CH:6]=[CH:7][CH:8]=1.[C:14]1([NH:20][NH2:21])[CH:19]=[CH:18][CH:17]=[CH:16][CH:15]=1>>[NH2:11][C:10]1[N:20]([C:14]2[CH:19]=[CH:18][CH:17]=[CH:16][CH:15]=2)[N:21]=[C:3]([C:4]2[S:5][CH:6]=[CH:7][CH:8]=2)[C:9]=1[C:12]#[N:13]. Procedure details: Using 2.06 g (10 mmol) of methylthio(thiophen-2-yl)methylenepropanedinitrile and 1.1 g (10 mmol) of phenylhydrazine, the entitled product having a melting point of 165° to 167° C. was obtained in the same manner as in Example 1-(1). The reactants are O=C([O-])O, CC(C)(C)N(C(=O)[O-])c1cc(C(c2cc(F)ccc2F)S(=O)(=O)c2ccc(Cl)cc2)c(Br)cn1, CCO, CCOC(C)=O, Cl, [Na+]. The product is Nc1cc(C(c2cc(F)ccc2F)S(=O)(=O)c2ccc(Cl)cc2)c(Br)cn1. RXN SMILES: [C:39](=[O:40])([OH:41])[O-:42].[C:4]([N:8]([C:5](=[O:6])[O-:7])[c:12]1[n:13][cH:14][c:15]([Br:37])[c:16]([CH:18]([c:19]2[c:20]([F:26])[cH:21][cH:22][c:23]([F:25])[cH:24]2)[S:27](=[O:28])(=[O:29])[c:30]2[cH:31][cH:32][c:33]([Cl:36])[cH:34][cH:35]2)[cH:17]1)([CH3:9])([CH3:10])[CH3:11].[CH3:1][CH2:2][OH:3].[CH3:44][CH2:45][O:46][C:47](=[O:48])[CH3:49].[ClH:38].[Na+:43]>>[NH2:8][c:12]1[n:13][cH:14][c:15]([Br:37])[c:16]([CH:18]([c:19]2[c:20]([F:26])[cH:21][cH:22][c:23]([F:25])[cH:24]2)[S:27](=[O:28])(=[O:29])[c:30]2[cH:31][cH:32][c:33]([Cl:36])[cH:34][cH:35]2)[cH:17]1.